From a dataset of the Open Reaction Database (ORD), a public repository of structured organic reaction records. describe an organic reaction: reactants, conditions, products, and yield The reactants are O=C(CBr)c1ccc(OC(F)F)cc1, ClCCl, CNC. The product is CN(C)CC(=O)c1ccc(OC(F)F)cc1. RXN SMILES: [Br:4][CH2:5][C:6](=[O:7])[c:8]1[cH:9][cH:10][c:11]([O:14][CH:15]([F:16])[F:17])[cH:12][cH:13]1.[CH2:18]([Cl:19])[Cl:20].[CH3:1][NH:2][CH3:3]>>[CH3:1][N:2]([CH3:3])[CH2:5][C:6](=[O:7])[c:8]1[cH:9][cH:10][c:11]([O:14][CH:15]([F:16])[F:17])[cH:12][cH:13]1. The product is Cc1cc2occc2c(Cl)n1. RXN SMILES: [CH3:1][c:2]1[cH:3][c:4]2[c:5]([c:6](=[O:8])[nH:7]1)[cH:9][cH:10][o:11]2.[Na+:18].[OH-:17].[P:12]([Cl:13])([Cl:14])([Cl:15])=[O:16]>>[CH3:1][c:2]1[cH:3][c:4]2[c:5]([c:6]([Cl:14])[n:7]1)[cH:9][cH:10][o:11]2. The reactants are Cc1cc2occc2c(=O)[nH]1, [Na+], [OH-], O=P(Cl)(Cl)Cl. Starting materials: CCn1cc(-c2ccnc3[nH]c(C(=O)O)cc23)c(-c2ccc([N+](=O)[O-])cc2)n1, CN1CCN(CCN)CC1, CCN=C=NCCCN(C)C, CN(C)C=O, Cl. Product: CCn1cc(-c2ccnc3[nH]c(C(=O)NCCN4CCN(C)CC4)cc23)c(-c2ccc([N+](=O)[O-])cc2)n1. RXN SMILES: [CH2:1]([CH3:2])[n:3]1[n:4][c:5](-[c:20]2[cH:21][cH:22][c:23]([N+:26](=[O:27])[O-:28])[cH:24][cH:25]2)[c:6](-[c:8]2[c:9]3[c:10]([n:11][cH:12][cH:13]2)[nH:14][c:15]([C:17](=[O:18])[OH:19])[cH:16]3)[cH:7]1.[CH3:29][N:30]1[CH2:31][CH2:32][N:33]([CH2:36][CH2:37][NH2:38])[CH2:34][CH2:35]1.[CH3:40][N:41]([CH3:42])[CH2:43][CH2:44][CH2:45][N:46]=[C:47]=[N:48][CH2:49][CH3:50].[CH3:51][N:52]([CH3:53])[CH:54]=[O:55].[ClH:39]>>[CH2:1]([CH3:2])[n:3]1[n:4][c:5](-[c:20]2[cH:21][cH:22][c:23]([N+:26](=[O:27])[O-:28])[cH:24][cH:25]2)[c:6](-[c:8]2[c:9]3[c:10]([n:11][cH:12][cH:13]2)[nH:14][c:15]([C:17](=[O:19])[NH:38][CH2:37][CH2:36][N:33]2[CH2:32][CH2:31][N:30]([CH3:29])[CH2:35][CH2:34]2)[cH:16]3)[cH:7]1. Reactants: CC(=O)Cn1ncc2cc(Oc3ccc(F)cc3F)c(Br)cc21, C1CCOC1, C[Mg]Cl, Cc1ccccc1. The product is CC(C)(O)Cn1ncc2cc(Oc3ccc(F)cc3F)c(Br)cc21. RXN SMILES: [Br:1][c:2]1[c:3]([O:15][c:16]2[c:17]([F:23])[cH:18][c:19]([F:22])[cH:20][cH:21]2)[cH:4][c:5]2[cH:6][n:7][n:8]([CH2:11][C:12]([CH3:13])=[O:14])[c:9]2[cH:10]1.[CH2:27]1[O:28][CH2:29][CH2:30][CH2:31]1.[CH3:24][Mg:25][Cl:26].[CH3:32][c:33]1[cH:34][cH:35][cH:36][cH:37][cH:38]1>>[Br:1][c:2]1[c:3]([O:15][c:16]2[c:17]([F:23])[cH:18][c:19]([F:22])[cH:20][cH:21]2)[cH:4][c:5]2[cH:6][n:7][n:8]([CH2:11][C:12]([CH3:13])([OH:14])[CH3:24])[c:9]2[cH:10]1. The reactants are BrCCCCCCCCCCCCCCCCCC (1-bromooctadecane), C(C)OC(CN=C(C1=CC=CC=C1)C1=CC=CC=C1)=O (N-(diphenylmethylene)-glycine ethyl ester), C[Si](C)(C)[N-][Si](C)(C)C.[Li+] (lithium bis(trimethylsilyl)amide). Run in CN1CCCN(C1=O)C (DMPU), C1CCOC1 (THF), CN1CCCN(C1=O)C (DMPU), C1CCOC1 (THF), C(C)(=O)OCC (ethyl acetate), O (H2O). Reaction conditions: temperature -78 celsius, time 1.5 hour. The product is C1(=CC=CC=C1)C(=NC(C(=O)OCC)CCCCCCCCCCCCCCCCCC)C1=CC=CC=C1 (Ethyl N-(diphenylmethylene)-2-aminoeicosanoate). Yield: 80.0%. RXN SMILES: [CH2:1]([O:3][C:4](=[O:20])[CH2:5][N:6]=[C:7]([C:14]1[CH:19]=[CH:18][CH:17]=[CH:16][CH:15]=1)[C:8]1[CH:13]=[CH:12][CH:11]=[CH:10][CH:9]=1)[CH3:2].C[Si]([N-][Si](C)(C)C)(C)C.[Li+].Br[CH2:32][CH2:33][CH2:34][CH2:35][CH2:36][CH2:37][CH2:38][CH2:39][CH2:40][CH2:41][CH2:42][CH2:43][CH2:44][CH2:45][CH2:46][CH2:47][CH2:48][CH3:49]>C(OCC)(=O)C.O.CN1C(=O)N(C)CCC1.C1COCC1>[C:8]1([C:7]([C:14]2[CH:19]=[CH:18][CH:17]=[CH:16][CH:15]=2)=[N:6][CH:5]([CH2:49][CH2:48][CH2:47][CH2:46][CH2:45][CH2:44][CH2:43][CH2:42][CH2:41][CH2:40][CH2:39][CH2:38][CH2:37][CH2:36][CH2:35][CH2:34][CH2:33][CH3:32])[C:4]([O:3][CH2:1][CH3:2])=[O:20])[CH:9]=[CH:10][CH:11]=[CH:12][CH:13]=1 |f:1.2|. Reported procedure: To a stirred solution of N-(diphenylmethylene)-glycine ethyl ester (67.3 g, 0.250 mol) in a 1:1 mixture of anhydrous THF (500 ml) and DMPU (500 ml) at -78° C. under a dry argon atmosphere was added a solution of lithium bis(trimethylsilyl)amide (250 ml--1.0M in THF, 0.25 mol) over a 10 min period. The resulting orange solution was stirred for 1.5 h at -78° C. While maintaining the temperature at -78° C., a solution of 1-bromooctadecane (83.4 g, 0.250 mol) in a 1:1 mixture of anhydrous THF (250 m... Reactants: C1(CC1)NC=C(C(=O)OCC)C(C1=C(C(=C(C(=C1)[N+](=O)[O-])F)Cl)F)=O (ethyl 3-cyclopropylamino-2-(2,4-difluoro-3-chloro-5-nitro-benzoyl)acrylate), C([O-])([O-])=O.[K+].[K+] (potassium carbonate). Solvent: C(C)(=O)OCC (ethyl acetate). The product is C1(CC1)N1C=C(C(C2=CC(=C(C(=C12)Cl)F)[N+](=O)[O-])=O)C(=O)OCC (Ethyl 1-cyclopropyl-1,4-dihydro-7-fluoro-8-chloro-6-nitro-4-oxo-quinoline-3-carboxylate). As a reaction SMILES: [CH:1]1([NH:4][CH:5]=[C:6]([C:12](=[O:25])[C:13]2[CH:18]=[C:17]([N+:19]([O-:21])=[O:20])[C:16]([F:22])=[C:15]([Cl:23])[C:14]=2F)[C:7]([O:9][CH2:10][CH3:11])=[O:8])[CH2:3][CH2:2]1.C(=O)([O-])[O-].[K+].[K+]>C(OCC)(=O)C>[CH:1]1([N:4]2[C:14]3[C:13](=[CH:18][C:17]([N+:19]([O-:21])=[O:20])=[C:16]([F:22])[C:15]=3[Cl:23])[C:12](=[O:25])[C:6]([C:7]([O:9][CH2:10][CH3:11])=[O:8])=[CH:5]2)[CH2:3][CH2:2]1 |f:1.2.3|. Procedure: An amount of 0.088 g of ethyl 3-cyclopropylamino-2-(2,4-difluoro-3-chloro-5-nitro-benzoyl)acrylate is dissolved in 1 ml of ethyl acetate at 0° C . A quantity of 0.1 g of potassium carbonate is added. The desired product precipitates and is isolated by filtration. Starting materials: CNC1=CC=NC=C1 (4-(methylamino)pyridine), C=1C=CC2=C(C1)N=NN2O (HOBT), CCN(C(C)C)C(C)C (DIPEA), C(C)(C)(C)OC(=O)NCC(=O)O (N-(tert-butoxycarbonyl)glycine), CCN=C=NCCCN(C)C.Cl (EDC.HCl). Solvent: CN(C)C=O (DMF), O (Water). Run at time 1 hour. Yields the product C(C)(C)(C)OC(NCC(N(C1=CC=NC=C1)C)=O)=O ([(Methyl-pyridin-4-yl-carbamoyl)-methyl]carbamic acid tert-butyl ester). As a reaction SMILES: [CH3:1][NH:2][C:3]1[CH:8]=[CH:7][N:6]=[CH:5][CH:4]=1.C1C=CC2N(O)N=NC=2C=1.CCN(C(C)C)C(C)C.[C:28]([O:32][C:33]([NH:35][CH2:36][C:37]([OH:39])=O)=[O:34])([CH3:31])([CH3:30])[CH3:29].CCN=C=NCCCN(C)C.Cl>CN(C=O)C.O>[C:28]([O:32][C:33](=[O:34])[NH:35][CH2:36][C:37](=[O:39])[N:2]([CH3:1])[C:3]1[CH:8]=[CH:7][N:6]=[CH:5][CH:4]=1)([CH3:29])([CH3:30])[CH3:31] |f:4.5|. Procedure details: A solution of 1.1 eq. of 4-(methylamino)pyridine (180, Aldrich, 19,551-0) in anhydrous DMF was stirred under an atmosphere of argon as 1.1 eq. of HOBT and 2.0 eq of DIPEA were added followed by 1.0 eq of N-(tert-butoxycarbonyl)glycine (Bachem, A-1730). The mixture was stirred for 1 hr, cooled in an ice-bath and 1.1 eq. of EDC.HCl was added. The reaction was stirred and allowed to reach rt overnight. Water was added to the reaction mixture and the solvents were evaporated under high vacuum. The r...